describe an organic reaction: reactants, conditions, products, and yield From a dataset of the Open Reaction Database (ORD), a public repository of structured organic reaction records. Starting materials: CN(C=O)C (N,N-dimethylformamide), C([O-])([O-])=O.[K+].[K+] (potassium carbonate), BrC=1C=CC=2N(C(C(=C3C4=C(C(C1C23)=O)C=CC=C4)C#N)=O)C (6-bromo-1-cyano-3-methyl-3H-dibenz[f,ij]isoquinoline-2,7-dione), pure material, cupric acetate, NC1=CC=C(C=C1)C(C)O (p-aminophenylethanol), CN(C=O)C (N,N-dimethylformamide). Solvent: C(C)(C)O (isopropanol). Run at temperature 70 celsius, time 1 hour. Product: C(#N)C=1C(N(C2=C3C(C(C4=C(C13)C=CC=C4)=O)=C(C=C2)NC2=CC=C(C=C2)CCO)C)=O (1-cyano-6-[4-(2-hydroxyethyl)anilino]-3-methyl-3H-dibenz[f,ij]isoquinoline-2,7-dione). The yield is 81.3%. RXN SMILES: Br[C:2]1[CH:3]=[CH:4][C:5]2[N:6]([CH3:23])[C:7](=[O:22])[C:8]([C:20]#[N:21])=[C:9]3[C:14]=2[C:13]=1[C:12](=[O:15])[C:11]1[CH:16]=[CH:17][CH:18]=[CH:19][C:10]3=1.[NH2:24][C:25]1[CH:30]=[CH:29][C:28]([CH:31](O)[CH3:32])=[CH:27][CH:26]=1.C(=O)([O-])[O-:35].[K+].[K+].CN(C)C=O>C(O)(C)C>[C:20]([C:8]1[C:7](=[O:22])[N:6]([CH3:23])[C:5]2[CH:4]=[CH:3][C:2]([NH:24][C:25]3[CH:30]=[CH:29][C:28]([CH2:31][CH2:32][OH:35])=[CH:27][CH:26]=3)=[C:13]3[C:12](=[O:15])[C:11]4[CH:16]=[CH:17][CH:18]=[CH:19][C:10]=4[C:9]=1[C:14]=23)#[N:21] |f:2.3.4|. Procedure: A sample of 6-bromo-1-cyano-3-methyl-3H-dibenz[f,ij]isoquinoline-2,7-dione (36.5 g of 96% assay material - 35.0 g pure material, 0.10 m) prepared is in Example 2, p-aminophenylethanol (55.0 g), potassium carbonate (10.0 g), cupric acetate (12.0 g) and N,N-dimethylformamide (100 ml) were mixed and heated at about 70° C. for 1 hr. The temperature was then increased to about 80° C. and held for 1 hr, increased to about 90° C. and held for 1 hr, increased to about 100° C. and held for 1 hr and final... Starting materials: CCN(C(C)C)C(C)C, O=C(Cl)Cl, ClCCl, Nc1ccc(S(N)(=O)=O)cc1Cl. Yields the product NS(=O)(=O)c1ccc(N=C=O)c(Cl)c1. RXN SMILES: [CH2:17]([N:18]([CH:19]([CH3:20])[CH3:21])[CH:22]([CH3:23])[CH3:24])[CH3:25].[Cl:1][C:2]([Cl:3])=[O:4].[Cl:26][CH2:27][Cl:28].[NH2:5][c:6]1[c:7]([Cl:16])[cH:8][c:9]([S:12](=[O:13])(=[O:14])[NH2:15])[cH:10][cH:11]1>>[C:2](=[O:4])=[N:5][c:6]1[c:7]([Cl:16])[cH:8][c:9]([S:12](=[O:13])(=[O:14])[NH2:15])[cH:10][cH:11]1. The reactants are [N+](=O)([O-])C=1C=C(NC2=C(C(=O)NCC(F)(F)F)C=CC=C2)C=CC1 (2-(m-nitroanilino)-N-(2,2,2-trifluoroethyl) benzamide), [H-].[Na+] (sodium hydride), ClC(C(=O)Cl)(Cl)Cl (trichloroacetyl chloride). Solvent: O1CCCC1 (tetrahydrofuran). Run at time 1 hour. The product is [N+](=O)([O-])C=1C=C(C=CC1)N1C(N(C(C2=CC=CC=C12)=O)CC(F)(F)F)=O (1-(m-nitrophenyl)-3-(2,2,2-trifluoroethyl) quinazoline-2,4(1H, 3H)-dione). Isolated yield 87.4%. As a reaction SMILES: [N+:1]([C:4]1[CH:5]=[C:6]([CH:22]=[CH:23][CH:24]=1)[NH:7][C:8]1[CH:21]=[CH:20][CH:19]=[CH:18][C:9]=1[C:10]([NH:12][CH2:13][C:14]([F:17])([F:16])[F:15])=[O:11])([O-:3])=[O:2].[H-].[Na+].ClC(Cl)(Cl)[C:29](Cl)=[O:30]>O1CCCC1>[N+:1]([C:4]1[CH:5]=[C:6]([N:7]2[C:8]3[C:9](=[CH:18][CH:19]=[CH:20][CH:21]=3)[C:10](=[O:11])[N:12]([CH2:13][C:14]([F:15])([F:16])[F:17])[C:29]2=[O:30])[CH:22]=[CH:23][CH:24]=1)([O-:3])=[O:2] |f:1.2|. Procedure details: To a solution of 3.4 g of 2-(m-nitroanilino)-N-(2,2,2-trifluoroethyl) benzamide and 25 ml of dry tetrahydrofuran was added 0.5 g of approximately 55 % sodium hydride, and stirring was continued for one hour at room temperature. To this was added dropwise under cooling 5.5 g of trichloroacetyl chloride and the mixture was allowed to stand for one hour at room temperature, and then refluxed for 5 hours. After the reaction was complete, the solvent was distilled off from the resulting mixture under... Starting materials: [I-].[K+] (Potassium iodide), C(C)[C@]1(CC[C@@]2([C@@H](CCCC=3C2=CC=2C=NN(C2C3)C3=CC=C(C=C3)F)C1)CC1=NC=CC=C1)O ((3R,4aS,12bS)-3-ethyl-9-(4-fluorophenyl)-12b-(pyridin-2-ylmethyl)-1,2,3,4,4a,5,6,7,9,12b-decahydrobenzo[6,7]cyclohepta[1,2-f]indazol-3-ol), O(O)C(C)(C)C (2-Hydroperoxy-2-methylpropane). Solvent: CC#N (MeCN). The product is C(C)[C@]1(CC[C@@]2([C@@H](CCC(C=3C2=CC=2C=NN(C2C3)C3=CC=C(C=C3)F)=O)C1)CC1=NC=CC=C1)O ((3R,4aS,12bS)-3-ethyl-9-(4-fluorophenyl)-3-hydroxy-12b-(pyridin-2-ylmethyl)-1,2,3,4,4a,5,6,12b-octahydrobenzo[6,7]cyclohepta[1,2-f]indazol-7(9H)-one). Isolated yield 6.0%. RXN SMILES: [I-].[K+].[CH2:3]([C@:5]1([OH:37])[CH2:29][C@@H:9]2[CH2:10][CH2:11][CH2:12][C:13]3[C:14](=[CH:15][C:16]4[CH:17]=[N:18][N:19]([C:22]5[CH:27]=[CH:26][C:25]([F:28])=[CH:24][CH:23]=5)[C:20]=4[CH:21]=3)[C@:8]2([CH2:30][C:31]2[CH:36]=[CH:35][CH:34]=[CH:33][N:32]=2)[CH2:7][CH2:6]1)[CH3:4].[O:38](C(C)(C)C)O>CC#N>[CH2:3]([C@:5]1([OH:37])[CH2:29][C@@H:9]2[CH2:10][CH2:11][C:12](=[O:38])[C:13]3[C:14](=[CH:15][C:16]4[CH:17]=[N:18][N:19]([C:22]5[CH:23]=[CH:24][C:25]([F:28])=[CH:26][CH:27]=5)[C:20]=4[CH:21]=3)[C@:8]2([CH2:30][C:31]2[CH:36]=[CH:35][CH:34]=[CH:33][N:32]=2)[CH2:7][CH2:6]1)[CH3:4] |f:0.1|. Procedure: Potassium iodide (1 M solution in water, 0.365 mL, 0.365 mmol) was added to a solution of (3R,4aS,12bS)-3-ethyl-9-(4-fluorophenyl)-12b-(pyridin-2-ylmethyl)-1,2,3,4,4a,5,6,7,9,12b-decahydrobenzo[6,7]cyclohepta[1,2-f]indazol-3-ol (13, R1=4-Fluorophenyl, R2=Pyridyin-2-ylmethyl, R3=Ethyl) (0.143 g, 0.305 mmol) and MeCN (3 mL) under air. 2-Hydroperoxy-2-methylpropane (0.717 mL, 5.18 mmol) was added dropwise over about 5 min. The reaction was mixed at rt for about 24 h. The reaction was quenched with ... Run at time 1 hour. As a reaction SMILES: [Cl:1][C:2]1[CH:9]=[C:8]([N:10]2[C:14](=[O:15])[CH:13]=[C:12]([OH:16])[CH:11]2[CH2:17][CH2:18][CH3:19])[CH:7]=[CH:6][C:3]=1[C:4]#[N:5].C(O)(=O)C.[BH4-].[Na+].O>C(#N)C.[Cl-].[Na+].O>[Cl:1][C:2]1[CH:9]=[C:8]([N:10]2[C:14](=[O:15])[CH2:13][C@H:12]([OH:16])[C@@H:11]2[CH2:17][CH2:18][CH3:19])[CH:7]=[CH:6][C:3]=1[C:4]#[N:5] |f:2.3,6.7.8|. Product: ClC1=C(C#N)C=CC(=C1)N1[C@H]([C@H](CC1=O)O)CCC (2-chloro-4-[(2S,3S)-3-hydroxy-5-oxo-2-propylpyrrolidin-1-yl]benzonitrile). The yield is 71.7%. Starting materials: O (Water), ClC1=C(C#N)C=CC(=C1)N1C(C(=CC1=O)O)CCC (2-chloro-4-(3-hydroxy-5-oxo-2-propyl-2,5-dihydro-1H-pyrrol-1-yl)benzonitrile), C(C)(=O)O (acetic acid), [BH4-].[Na+] (sodium borohydride). Reported procedure: To a mixture of 2-chloro-4-(3-hydroxy-5-oxo-2-propyl-2,5-dihydro-1H-pyrrol-1-yl)benzonitrile (800 mg) and acetic acid (1.82 mL) in acetonitrile (25 mL) was added sodium borohydride (273 mg) at 0° C. in small portions. The mixture was warmed to room temperature and stirred for 1 hr. Water and saturated brine were added, and the mixture was extracted with ethyl acetate. The organic layer was washed with saturated brine, and dried over magnesium sulfate, and the solvent was evaporated under reduced... The solvent is [Cl-].[Na+].O (brine), C(C)#N (acetonitrile). Starting materials: O=C1CCC(=O)N1Br, ClCCl, OCCCc1cccc(Cl)c1Cl, c1ccc(P(c2ccccc2)c2ccccc2)cc1. Yields the product Clc1cccc(CCCBr)c1Cl. Reaction SMILES: [Br:32][N:33]1[C:34](=[O:35])[CH2:36][CH2:37][C:38]1=[O:39].[CH2:40]([Cl:41])[Cl:42].[Cl:1][c:2]1[c:3]([CH2:9][CH2:10][CH2:11][OH:12])[cH:4][cH:5][cH:6][c:7]1[Cl:8].[c:13]1([P:14]([c:15]2[cH:16][cH:17][cH:18][cH:19][cH:20]2)[c:21]2[cH:22][cH:23][cH:24][cH:25][cH:26]2)[cH:27][cH:28][cH:29][cH:30][cH:31]1>>[Cl:1][c:2]1[c:3]([CH2:9][CH2:10][CH2:11][Br:32])[cH:4][cH:5][cH:6][c:7]1[Cl:8]. Reactants: BrC=1C(=CC(=C(C(=O)O)C1)I)F (5-bromo-4-fluoro-2-iodobenzoic acid), ClC1=CC=C(C=N1)O (6-chloropyridin-3-ol), C([O-])([O-])=O.[Cs+].[Cs+] (cesium carbonate), C(C)(=O)OCC (ethyl acetate). The solvent is O (water), CCOCC (ether). Reaction conditions: temperature 115 celsius, time 2 hour. Yields the product BrC=1C(=CC(=C(C(=O)O)C1)OC=1C=NC(=CC1)Cl)F (5-bromo-2-(6-chloropyridin-3-yloxy)-4-fluorobenzoic acid). Reaction SMILES: [Br:1][C:2]1[C:3]([F:12])=[CH:4][C:5](I)=[C:6]([CH:10]=1)[C:7]([OH:9])=[O:8].[Cl:13][C:14]1[N:19]=[CH:18][C:17]([OH:20])=[CH:16][CH:15]=1.C(=O)([O-])[O-].[Cs+].[Cs+].C(OCC)(=O)C>O.CCOCC>[Br:1][C:2]1[C:3]([F:12])=[CH:4][C:5]([O:20][C:17]2[CH:18]=[N:19][C:14]([Cl:13])=[CH:15][CH:16]=2)=[C:6]([CH:10]=1)[C:7]([OH:9])=[O:8] |f:2.3.4|. Procedure: A flask was charged with 5-bromo-4-fluoro-2-iodobenzoic acid (4.00 g, 11.60 mmol), 6-chloropyridin-3-ol (1.803 g, 13.92 mmol), and cesium carbonate (7.56 g, 23.19 mmol). The flask was evacuated and flushed with nitrogen twice before copper (I) trifluoromethanesulfonate toluene complex (0.156 g, 0.302 mmol) was added. Toluene (58.0 mL) (degassed 10 minutes by bubbling nitrogen through the solution prior to use) and ethyl acetate (0.084 mL, 0.858 mmol) were added and the mixture was heated at 115°...